From a dataset of the Open Reaction Database (ORD), a public repository of structured organic reaction records. describe an organic reaction: reactants, conditions, products, and yield Reactants: [Al+3], CN1CCCC1=O, [Cl-], [Cl-], [Cl-], [Cl-], N#Cc1c([N+](=O)[O-])ccc(Cl)c1Cl, [Li+]. Yields the product N#Cc1c(Cl)ccc(Cl)c1Cl. RXN SMILES: [Al+3:17].[CH3:20][N:21]1[CH2:22][CH2:23][CH2:24][C:25]1=[O:26].[Cl-:15].[Cl-:16].[Cl-:18].[Cl-:19].[Cl:1][c:2]1[c:3]([C:4]#[N:5])[c:6]([N+:11]([O-:12])=[O:13])[cH:7][cH:8][c:9]1[Cl:10].[Li+:14]>>[Cl:1][c:2]1[c:3]([C:4]#[N:5])[c:6]([Cl:15])[cH:7][cH:8][c:9]1[Cl:10]. Starting materials: NC1=C2C(=NC=N1)N(N=C2)C2CCN(CC2)CC2=CC=C(C=C2)C2=NC=C(C#N)C=C2C2=CC=CC=C2 (6-(4-{[4-(4-amino-1H-pyrazolo[3,4-d]pyrimidin-1-yl)piperidin-1-yl]methyl}phenyl)-5-phenylnicotinonitrile), NNC(=S)N (thiosemicarbazide), C([O-])(O)=O.[Na+] (sodium bicarbonate). The solvent is C(=O)(C(F)(F)F)O (TFA). Yields the product NC1=NN=C(S1)C=1C=C(C(=NC1)C1=CC=C(CN2CCC(CC2)N2N=CC=3C2=NC=NC3N)C=C1)C1=CC=CC=C1 (1-(1-{4-[5-(5-amino-1,3,4-thiadiazol-2-yl)-3-phenylpyridin-2-yl]benzyl}piperidin-4-yl)-1H-pyrazolo[3,4-d]pyrimidin-4-amine). As a reaction SMILES: [NH2:1][C:2]1[N:7]=[CH:6][N:5]=[C:4]2[N:8]([CH:11]3[CH2:16][CH2:15][N:14]([CH2:17][C:18]4[CH:23]=[CH:22][C:21]([C:24]5[C:31]([C:32]6[CH:37]=[CH:36][CH:35]=[CH:34][CH:33]=6)=[CH:30][C:27]([C:28]#[N:29])=[CH:26][N:25]=5)=[CH:20][CH:19]=4)[CH2:13][CH2:12]3)[N:9]=[CH:10][C:3]=12.N[NH:39][C:40]([NH2:42])=[S:41].C(=O)(O)[O-].[Na+]>C(O)(C(F)(F)F)=O>[NH2:42][C:40]1[S:41][C:28]([C:27]2[CH:30]=[C:31]([C:32]3[CH:37]=[CH:36][CH:35]=[CH:34][CH:33]=3)[C:24]([C:21]3[CH:20]=[CH:19][C:18]([CH2:17][N:14]4[CH2:15][CH2:16][CH:11]([N:8]5[C:4]6=[N:5][CH:6]=[N:7][C:2]([NH2:1])=[C:3]6[CH:10]=[N:9]5)[CH2:12][CH2:13]4)=[CH:23][CH:22]=3)=[N:25][CH:26]=2)=[N:29][N:39]=1 |f:2.3|. Procedure: A solution of 6-(4-{[4-(4-amino-1H-pyrazolo[3,4-d]pyrimidin-1-yl)piperidin-1-yl]methyl}phenyl)-5-phenylnicotinonitrile (4A-4; 0.035 g, 0.072 mmol) and thiosemicarbazide (0.010 g, 0.108 mmol) in TFA (2 mL) was heated to 60° C. for 16 hr. The reaction was then cooled, poured onto ice, and basified with saturated aqueous sodium bicarbonate. The resulting precipitate was filtered, taken up in DMF and purified by reverse phase HPLC (5% CH3CN: 95% H2O+0.1% TFA to 95% CH3—CN: 5% H2O+0.1% TFA). 1H-NMR (... Reactants: ClC=1C=C(C=C(C1)Cl)SC1=C(C(=NN1C1=CC=CC=C1)C)C=O (5-(3,5-dichlorophenylthio)-3-methyl-1-phenyl-1H-pyrazole-4-carboxaldehyde), [BH4-].[Na+] (sodium borohydride), O (Water). Solvent: CO (methanol). Conditions: time 30 minute. The product is ClC=1C=C(C=C(C1)Cl)SC1=C(C(=NN1C1=CC=CC=C1)C)CO ([5-(3,5-dichloro-phenylsulphanyl)-3-methyl-1-phenyl-1H-pyrazol-4-yl]methanol). Yield: 49.4%. Reaction SMILES: [Cl:1][C:2]1[CH:3]=[C:4]([S:9][C:10]2[N:14]([C:15]3[CH:20]=[CH:19][CH:18]=[CH:17][CH:16]=3)[N:13]=[C:12]([CH3:21])[C:11]=2[CH:22]=[O:23])[CH:5]=[C:6]([Cl:8])[CH:7]=1.[BH4-].[Na+].O>CO>[Cl:8][C:6]1[CH:5]=[C:4]([S:9][C:10]2[N:14]([C:15]3[CH:20]=[CH:19][CH:18]=[CH:17][CH:16]=3)[N:13]=[C:12]([CH3:21])[C:11]=2[CH2:22][OH:23])[CH:3]=[C:2]([Cl:1])[CH:7]=1 |f:1.2|. Procedure details: A mixture of 1.35 g of 5-(3,5-dichlorophenylthio)-3-methyl-1-phenyl-1H-pyrazole-4-carboxaldehyde and 0.84 g of sodium borohydride in 10 ml of methanol was stirred at room temperature for 30 minutes. Water (10 ml) was added and the mixture was extracted four times with 15 ml of diethyl ether. Combined extracts were dried over magnesium sulphate, filtered and evaporated to leave 670 mg of [5-(3,5-dichloro-phenylsulphanyl)-3-methyl-1-phenyl-1H-pyrazol-4-yl]methanol as a grey paste which was used wi...